This data is from the Open Reaction Database (ORD), a public repository of structured organic reaction records. The task is: describe an organic reaction: reactants, conditions, products, and yield The reactants are O=c1[nH]cc(S)c2cc(Br)ccc12, O=C([O-])[O-], CC(C)(C)OC(=O)N1CCC(OS(C)(=O)=O)CC1, [K+], [K+]. Product: CC(C)(C)OC(=O)N1CCC(Sc2c[nH]c(=O)c3ccc(Br)cc23)CC1. Reaction SMILES: [Br:1][c:2]1[cH:3][c:4]2[c:5]([SH:13])[cH:6][nH:7][c:8](=[O:12])[c:9]2[cH:10][cH:11]1.[C:32](=[O:33])([O-:34])[O-:35].[CH3:14][S:15]([O:16][CH:19]1[CH2:20][CH2:21][N:22]([C:25](=[O:26])[O:27][C:28]([CH3:29])([CH3:30])[CH3:31])[CH2:23][CH2:24]1)(=[O:17])=[O:18].[K+:36].[K+:37]>>[Br:1][c:2]1[cH:3][c:4]2[c:5]([S:13][CH:19]3[CH2:20][CH2:21][N:22]([C:25](=[O:26])[O:27][C:28]([CH3:29])([CH3:30])[CH3:31])[CH2:23][CH2:24]3)[cH:6][nH:7][c:8](=[O:12])[c:9]2[cH:10][cH:11]1. Starting materials: ClC1=C(C=C(C=C1N1CCC(CC1)O)C#N)NC1=NN2C(C(=N1)N(CC1=CC=C(C=C1)OC)C1CC1)=NC=C2C#N (2-((2-chloro-5-cyano-3-(4-hydroxypiperidin-1-yl)phenyl)amino)-4-(cyclopropyl(4-methoxybenzyl)amino)imidazo[2,1-f][1,2,4]triazine-7-carbonitrile), CC(=O)OI1(C=2C=CC=CC2C(=O)O1)(OC(=O)C)OC(=O)C (Dess-Martin). Run in ClCCl (dichloromethane), ClCCl (dichloromethane). Conditions: time 2.5 hour. The product is ClC1=C(C=C(C=C1N1CCC(CC1)=O)C#N)NC1=NN2C(C(=N1)N(CC1=CC=C(C=C1)OC)C1CC1)=NC=C2C#N (2-((2-Chloro-5-cyano-3-(4-oxopiperidin-1-yl)phenyl)amino)-4-(cyclopropyl(4-methoxybenzyl)amino)imidazo[2,1-f][1,2,4]triazine-7-carbonitrile). Yield: 91.6%. RXN SMILES: [Cl:1][C:2]1[C:7]([N:8]2[CH2:13][CH2:12][CH:11]([OH:14])[CH2:10][CH2:9]2)=[CH:6][C:5]([C:15]#[N:16])=[CH:4][C:3]=1[NH:17][C:18]1[N:23]=[C:22]([N:24]([CH:34]2[CH2:36][CH2:35]2)[CH2:25][C:26]2[CH:31]=[CH:30][C:29]([O:32][CH3:33])=[CH:28][CH:27]=2)[C:21]2=[N:37][CH:38]=[C:39]([C:40]#[N:41])[N:20]2[N:19]=1.CC(OI1(OC(C)=O)(OC(C)=O)OC(=O)C2C=CC=CC1=2)=O>ClCCl>[Cl:1][C:2]1[C:7]([N:8]2[CH2:9][CH2:10][C:11](=[O:14])[CH2:12][CH2:13]2)=[CH:6][C:5]([C:15]#[N:16])=[CH:4][C:3]=1[NH:17][C:18]1[N:23]=[C:22]([N:24]([CH:34]2[CH2:35][CH2:36]2)[CH2:25][C:26]2[CH:27]=[CH:28][C:29]([O:32][CH3:33])=[CH:30][CH:31]=2)[C:21]2=[N:37][CH:38]=[C:39]([C:40]#[N:41])[N:20]2[N:19]=1. Reported procedure: To a round bottom flask charged with 2-((2-chloro-5-cyano-3-(4-hydroxypiperidin-1-yl)phenyl)amino)-4-(cyclopropyl(4-methoxybenzyl)amino)imidazo[2,1-f][1,2,4]triazine-7-carbonitrile (0.27 g, 0.474 mmol) in wet dichloromethane (3.16 ml) was added Dess-Martin periodinate (0.402 g, 0.947 mmol). The reaction mixture was stirred at room temperature 2.5 h. The reaction mixture was diluted with dichloromethane and quenched by the addition of sodium thiosulfate doped saturated aqueous sodium bicarbonate ... The reactants are O=C([O-])[O-], CC1CNCC(C)O1, CC#N, OCCCCl, [K+], [K+]. Product: CC1CN(CCCO)CC(C)O1. Reaction SMILES: [C:6](=[O:7])([O-:8])[O-:9].[CH3:12][CH:13]1[O:14][CH:15]([CH3:19])[CH2:16][NH:17][CH2:18]1.[CH3:20][C:21]#[N:22].[Cl:1][CH2:2][CH2:3][CH2:4][OH:5].[K+:10].[K+:11]>>[CH2:2]([CH2:3][CH2:4][OH:5])[N:17]1[CH2:16][CH:15]([CH3:19])[O:14][CH:13]([CH3:12])[CH2:18]1. Starting materials: O=C=NC(=O)CCl, C1CCOC1, CC1(C=CCO)SC2CC(=O)N2C1C(=O)OC(c1ccccc1)c1ccccc1. The product is CC1(C=CCOC(=O)NC(=O)CCl)SC2CC(=O)N2C1C(=O)OC(c1ccccc1)c1ccccc1. Reaction SMILES: [Cl:30][CH2:31][C:32](=[O:33])[N:34]=[C:35]=[O:36].[O:37]1[CH2:38][CH2:39][CH2:40][CH2:41]1.[OH:1][CH2:2][CH:3]=[CH:4][C:5]1([CH3:29])[CH:6]([C:13](=[O:14])[O:15][CH:16]([c:17]2[cH:18][cH:19][cH:20][cH:21][cH:22]2)[c:23]2[cH:24][cH:25][cH:26][cH:27][cH:28]2)[N:7]2[C:8](=[O:12])[CH2:9][CH:10]2[S:11]1>>[O:1]([CH2:2][CH:3]=[CH:4][C:5]1([CH3:29])[CH:6]([C:13](=[O:14])[O:15][CH:16]([c:17]2[cH:18][cH:19][cH:20][cH:21][cH:22]2)[c:23]2[cH:24][cH:25][cH:26][cH:27][cH:28]2)[N:7]2[C:8](=[O:12])[CH2:9][CH:10]2[S:11]1)[C:35]([NH:34][C:32]([CH2:31][Cl:30])=[O:33])=[O:36]. The reactants are FC1=CC=C(C=C1)N(CC(=O)O)N=O (N-(4-fluorophenyl)-N-nitrosoglycine), ice water. Run in C(C)(=O)OC(C)=O (acetic anhydride). Conditions: temperature 70 celsius. Yields the product FC1=CC=C(C=C1)N1N=[O+]C(=C1)[O-] (3-(4-fluorophenyl)-3H-1,2,3-oxadiazol-1-ium-5-olate). The yield is 106.6%. As a reaction SMILES: [F:1][C:2]1[CH:7]=[CH:6][C:5]([N:8]([N:13]=[O:14])[CH2:9][C:10]([OH:12])=O)=[CH:4][CH:3]=1>C(OC(=O)C)(=O)C>[F:1][C:2]1[CH:3]=[CH:4][C:5]([N:8]2[CH:9]=[C:10]([O-:12])[O+:14]=[N:13]2)=[CH:6][CH:7]=1. Procedure details: N-(4-fluorophenyl)-N-nitrosoglycine (11.5 g, 54.7 mmol) was dissolved in acetic anhydride (100 mL) and heated to 70° C. for 14 h. The reaction mixture was cooled and then poured into ice water (300 mL) After for stirring for 30 m, the reaction mixture was filtered to provide 10.50 g (100%) of the title product. Reactants: NC([C@H](CC1=CC=C(C=C1)B1OC(C(O1)(C)C)(C)C)NC(=O)C1(CCOCC1)NC(OC(C)(C)C)=O)=O ((S)-tert-Butyl 4-(1-amino-1-oxo-3-(4-(4,4,5,5-tetramethyl-1,3,2-dioxaborolan-2-yl)phenyl)propan-2-ylcarbamoyl)tetrahydro-2H-pyran-4-ylcarbamate), BrC1=CC=C2CC(N(C2=C1)C)=O (6-bromo-1-methylindolin-2-one), C([O-])([O-])=O.[K+].[K+] (potassium carbonate). The solvent is C(C)#N (acetonitrile). Product: NC([C@H](CC1=CC=C(C=C1)C1=CC=C2CC(N(C2=C1)C)=O)NC(=O)C1(CCOCC1)NC(OC(C)(C)C)=O)=O ((S)-tert-Butyl 4-(1-amino-3-(4-(1-methyl-2-oxoindolin-6-yl)phenyl)-1-oxopropan-2-ylcarbamoyl)tetrahydro-2H-pyran-4-ylcarbamate). The yield is 21.8%. Reaction SMILES: [NH2:1][C:2](=[O:37])[C@@H:3]([NH:20][C:21]([C:23]1([NH:29][C:30](=[O:36])[O:31][C:32]([CH3:35])([CH3:34])[CH3:33])[CH2:28][CH2:27][O:26][CH2:25][CH2:24]1)=[O:22])[CH2:4][C:5]1[CH:10]=[CH:9][C:8](B2OC(C)(C)C(C)(C)O2)=[CH:7][CH:6]=1.Br[C:39]1[CH:47]=[C:46]2[C:42]([CH2:43][C:44](=[O:49])[N:45]2[CH3:48])=[CH:41][CH:40]=1.C(=O)([O-])[O-].[K+].[K+]>C(#N)C>[NH2:1][C:2](=[O:37])[C@@H:3]([NH:20][C:21]([C:23]1([NH:29][C:30](=[O:36])[O:31][C:32]([CH3:33])([CH3:35])[CH3:34])[CH2:28][CH2:27][O:26][CH2:25][CH2:24]1)=[O:22])[CH2:4][C:5]1[CH:10]=[CH:9][C:8]([C:39]2[CH:47]=[C:46]3[C:42]([CH2:43][C:44](=[O:49])[N:45]3[CH3:48])=[CH:41][CH:40]=2)=[CH:7][CH:6]=1 |f:2.3.4|. Procedure: A solution of (S)-tert-butyl 4-(1-amino-1-oxo-3-(4-(4,4,5,5-tetramethyl-1,3,2-dioxaborolan-2-yl)phenyl)propan-2-ylcarbamoyl)tetrahydro-2H-pyran-4-ylcarbamate (Example 16, step (i), 200 mg) and 6-bromo-1-methylindolin-2-one (87 mg) in acetonitrile (5 mL) was treated with potassium carbonate (107 mg) and purged with nitrogen. 1,1 bis(Di-tert-butylphosphino)ferrocene palladium dichloride (15 mg) was added and the reaction stirred is under reflux under nitrogen for 4 h and then evaporated in vacuo. ...